From a dataset of the Open Reaction Database (ORD), a public repository of structured organic reaction records. describe an organic reaction: reactants, conditions, products, and yield Reactants: CCN=C=NCCCN(C)C, Cc1cc(N2CCN(CCOc3ccccc3)C2=O)sc1C(=O)O, CN(C)C=O, CCOC(C)=O, CCN(C(C)C)C(C)C, Cl, NCc1cccnc1, On1nnc2ccccc21. The product is Cc1cc(N2CCN(CCOc3ccccc3)C2=O)sc1C(=O)NCc1cccnc1. Reaction SMILES: [CH2:36]([N:37]=[C:38]=[N:39][CH2:40][CH2:41][CH2:42][N:43]([CH3:44])[CH3:45])[CH3:46].[CH3:1][c:2]1[c:3]([C:22](=[O:23])[OH:24])[s:4][c:5]([N:7]2[C:8](=[O:21])[N:9]([CH2:12][CH2:13][O:14][c:15]3[cH:16][cH:17][cH:18][cH:19][cH:20]3)[CH2:10][CH2:11]2)[cH:6]1.[CH3:64][N:65]([CH3:66])[CH:67]=[O:68].[CH3:69][CH2:70][O:71][C:72](=[O:73])[CH3:74].[CH:47]([N:48]([CH2:49][CH3:50])[CH:51]([CH3:52])[CH3:53])([CH3:54])[CH3:55].[ClH:35].[NH2:56][CH2:57][c:58]1[cH:59][n:60][cH:61][cH:62][cH:63]1.[OH:25][n:26]1[c:27]2[cH:28][cH:29][cH:30][cH:31][c:32]2[n:33][n:34]1>>[CH3:1][c:2]1[c:3]([C:22](=[O:23])[NH:56][CH2:57][c:58]2[cH:59][n:60][cH:61][cH:62][cH:63]2)[s:4][c:5]([N:7]2[C:8](=[O:21])[N:9]([CH2:12][CH2:13][O:14][c:15]3[cH:16][cH:17][cH:18][cH:19][cH:20]3)[CH2:10][CH2:11]2)[cH:6]1. Reactants: C=CCN(C(=O)OCc1ccccc1)c1cnc2n(c1=O)C(C(=O)NCc1ccc(C(=N)NC(=O)OCc3ccccc3)cc1)CC2(C)CC(=O)OC(C)(C)C, Cl, C1COCCO1. Product: C=CCN(C(=O)OCc1ccccc1)c1cnc2n(c1=O)C(C(=O)NCc1ccc(C(=N)NC(=O)OCc3ccccc3)cc1)CC2(C)CC(=O)O. As a reaction SMILES: [C:1]([CH3:2])([CH3:3])([CH3:4])[O:5][C:6]([CH2:7][C:8]1([CH3:55])[CH2:9][CH:10]([C:32]([NH:33][CH2:34][c:35]2[cH:36][cH:37][c:38]([C:41](=[NH:42])[NH:43][C:44](=[O:45])[O:46][CH2:47][c:48]3[cH:49][cH:50][cH:51][cH:52][cH:53]3)[cH:39][cH:40]2)=[O:54])[n:11]2[c:12]1[n:13][cH:14][c:15]([N:18]([C:19](=[O:20])[O:21][CH2:22][c:23]1[cH:24][cH:25][cH:26][cH:27][cH:28]1)[CH2:29][CH:30]=[CH2:31])[c:16]2=[O:17])=[O:56].[ClH:57].[O:58]1[CH2:59][CH2:60][O:61][CH2:62][CH2:63]1>>[O:5]=[C:6]([CH2:7][C:8]1([CH3:55])[CH2:9][CH:10]([C:32]([NH:33][CH2:34][c:35]2[cH:36][cH:37][c:38]([C:41](=[NH:42])[NH:43][C:44](=[O:45])[O:46][CH2:47][c:48]3[cH:49][cH:50][cH:51][cH:52][cH:53]3)[cH:39][cH:40]2)=[O:54])[n:11]2[c:12]1[n:13][cH:14][c:15]([N:18]([C:19](=[O:20])[O:21][CH2:22][c:23]1[cH:24][cH:25][cH:26][cH:27][cH:28]1)[CH2:29][CH:30]=[CH2:31])[c:16]2=[O:17])[OH:56]. Reactants: C[C@H]1N(C(O[C@@H]1C1=CC=CC=C1)=O)C([C@H](C)C1=C(C=CC=C1)OC)=O ((4R, 5R)-4-methyl-5-phenyl-3-[(R)-2-(2-methoxyphenyl)propionyl]-2-oxazolidinone), S(=O)([O-])[O-].[Na+].[Na+] (sodium sulphite), [OH-].[Li+] (lithium hydroxide), OO (hydrogen peroxide). Solvent: O1CCCC1 (tetrahydrofuran), O (water). Reaction conditions: time 3 hour. The product is COC1=C(C=CC=C1)[C@H](C(=O)O)C ((R)-2-(2-methoxyphenyl)propionic acid). Reaction SMILES: C[C@@H]1[C@@H](C2C=CC=CC=2)OC(=O)N1[C:14](=[O:25])[C@@H:15]([C:17]1[CH:22]=[CH:21][CH:20]=[CH:19][C:18]=1[O:23][CH3:24])[CH3:16].[OH-].[Li+].OO.S([O-])([O-])=[O:31].[Na+].[Na+]>O1CCCC1.O>[CH3:24][O:23][C:18]1[CH:19]=[CH:20][CH:21]=[CH:22][C:17]=1[C@@H:15]([CH3:16])[C:14]([OH:25])=[O:31] |f:1.2,4.5.6|. Reported procedure: To a solution, cooled to +5° C., of 10.88 g of (4R, 5R)-4-methyl-5-phenyl-3-[(R)-2-(2-methoxyphenyl)propionyl]-2-oxazolidinone in 300 cm3 of tetrahydrofuran and 100 cm3 of water are added 2.71 g of lithium hydroxide and 13 cm3 of aqueous 30% hydrogen peroxide solution. The reaction mixture is stirred for 3 hours at this temperature, followed, after returning to room temperature, by addition of aqueous sodium sulphite solution and then dichloromethane, and the phases are separated after settling.... The reactants are O=P([O-])([O-])OP(=O)([O-])OP(=O)([O-])[O-], [OH], Nc1nc(=O)n(COCCO)cc1C#CCNC(=O)C(F)(F)F. Yields the product NCC#Cc1cn(COCCO)c(=O)nc1N. RXN SMILES: [O-:25][P:26]([O:27][P:28]([O:29][P:30]([O-:31])([O-:32])=[O:33])([O-:34])=[O:35])(=[O:36])[O-:37].[OH:1].[OH:2][CH2:3][CH2:4][O:5][CH2:6][n:7]1[c:8](=[O:9])[n:10][c:11]([NH2:12])[c:13]([C:15]#[C:16][CH2:17][NH:18][C:19](=[O:20])[C:21]([F:22])([F:23])[F:24])[cH:14]1>>[OH:2][CH2:3][CH2:4][O:5][CH2:6][n:7]1[c:8](=[O:9])[n:10][c:11]([NH2:12])[c:13]([C:15]#[C:16][CH2:17][NH2:18])[cH:14]1.